This data is from the Open Reaction Database (ORD), a public repository of structured organic reaction records. The task is: describe an organic reaction: reactants, conditions, products, and yield Reactants: BrC1=CC2=C(N=C(S2)CCO)C=C1 (2-(6-bromo-benzothiazol-2-yl)-ethanol), S(=O)(=O)(C)Cl (mesyl chloride). Solvent: C(C)N(CC)CC (triethyl amine). Product: BrC1=CC2=C(N=C(S2)CCOS(=O)(=O)C)C=C1 (methanesulfonic acid 2-(6-bromo-benzothiazol-2-yl)-ethyl ester). As a reaction SMILES: [Br:1][C:2]1[CH:13]=[CH:12][C:5]2[N:6]=[C:7]([CH2:9][CH2:10][OH:11])[S:8][C:4]=2[CH:3]=1.[S:14](Cl)([CH3:17])(=[O:16])=[O:15]>C(N(CC)CC)C>[Br:1][C:2]1[CH:13]=[CH:12][C:5]2[N:6]=[C:7]([CH2:9][CH2:10][O:11][S:14]([CH3:17])(=[O:16])=[O:15])[S:8][C:4]=2[CH:3]=1. Procedure: Compounds of formula (22) can be prepared from 6-bromobenzothiazolone as shown in Scheme 3. 6-Bromobenzothiazolone is heated in the presence of NaOH base to provide a mixture of 2-amino-5-bromothiophenol (15) and its disulfide (16). The mixture is treated with chlorocarbonyl-acetic acid ethyl ester to provide 6-bromo-benzothiazol-2-yl-acetic acid ethyl ester (17) and 7-bromo-3-hydroxy-4H-benzo[1,4]thiazine-2-carboxylic acid ethyl ester (18), which can undergo rearrangement by treatment with zinc...